Dataset: the Open Reaction Database (ORD), a public repository of structured organic reaction records. Task: describe an organic reaction: reactants, conditions, products, and yield As a reaction SMILES: [I:1][C:2]1[CH:7]=[C:6]([O:8][CH3:9])[C:5]([O:10]C)=[C:4]([O:12][CH3:13])[CH:3]=1.[Cl-].[Al+3].[Cl-].[Cl-].O>C(Cl)Cl>[OH:10][C:5]1[C:6]([O:8][CH3:9])=[CH:7][C:2]([I:1])=[CH:3][C:4]=1[O:12][CH3:13] |f:1.2.3.4|. Reaction conditions: temperature 60 celsius, time 6 hour. Procedure: To a solution of 50.0 g of (0.170 mmol) of 1-iodo-3,4,5-trimethoxybenzene in methylene chloride (500 mL) was added 24.96 g (0.187 mmol) of aluminum chloride. The mixture was stirred at 60° C. for 6 hours. After cooling in an ice bath, ice (200 mL) and water (300 mL) were added and the resulting mixture was stirred. The reaction mixture was filtered through Celite and the aqueous layer of the filtrate was extracted with chloroform. The organic layers were combined, dried over anhydrous sodium sul... Product: OC1=C(C=C(C=C1OC)I)OC (4-hydroxy-l-iodo-3,5-dimethoxybenzene), powder. The solvent is C(Cl)Cl (methylene chloride). The reactants are IC1=CC(=C(C(=C1)OC)OC)OC (1-iodo-3,4,5-trimethoxybenzene), [Cl-].[Al+3].[Cl-].[Cl-] (aluminum chloride), ice, O (water). The yield is 70.0%. Procedure: The above urea (12.41 g, 37.5 mmol) was reacted with 1-(3-trifluoromethylphenyl)piperazine hydrochloride (15 g, 56.2 mmol) as described in Example 12 to produce 5.8 g (34%) of the known 3-[4-[4-(3-trifluoromethylphenyl)piperazin-1-yl]butyl]thieno[3,4-d]pyrimidine-2,4-dione (J. Press and R. Russell, U.S. Pat. No. 4,670,560) after recrystallization from CH2Cl2 /hexane as a white solid, mp 126°-128° C. The reactants are BrCCCCNC(=O)NC1=CSC=C1C(=O)OC (N-(4-bromobutyl)-N'-(4-carbomethoxythien-3-yl] urea), Cl.FC(C=1C=C(C=CC1)N1CCNCC1)(F)F (1-(3-trifluoromethylphenyl)piperazine hydrochloride). Isolated yield 34.2%. As a reaction SMILES: Br[CH2:2][CH2:3][CH2:4][CH2:5][NH:6][C:7]([NH:9][C:10]1[C:14]([C:15]([O:17]C)=O)=[CH:13][S:12][CH:11]=1)=[O:8].Cl.[F:20][C:21]([F:35])([F:34])[C:22]1[CH:23]=[C:24]([N:28]2[CH2:33][CH2:32][NH:31][CH2:30][CH2:29]2)[CH:25]=[CH:26][CH:27]=1>>[F:35][C:21]([F:20])([F:34])[C:22]1[CH:23]=[C:24]([N:28]2[CH2:33][CH2:32][N:31]([CH2:2][CH2:3][CH2:4][CH2:5][N:6]3[C:15](=[O:17])[C:14]4=[CH:13][S:12][CH:11]=[C:10]4[NH:9][C:7]3=[O:8])[CH2:30][CH2:29]2)[CH:25]=[CH:26][CH:27]=1 |f:1.2|. Product: FC(C=1C=C(C=CC1)N1CCN(CC1)CCCCN1C(NC=2C(C1=O)=CSC2)=O)(F)F (3-[4-[4-(3-trifluoromethylphenyl)piperazin-1-yl]butyl]thieno[3,4-d]pyrimidine-2,4-dione).